This data is from the Open Reaction Database (ORD), a public repository of structured organic reaction records. The task is: describe an organic reaction: reactants, conditions, products, and yield Starting materials: ClCCl, ClSc1ccc(Cl)cc1Cl, COC(=O)c1cc[nH]c1. The product is COC(=O)c1c[nH]c(Sc2ccc(Cl)cc2Cl)c1. Reaction SMILES: [CH2:20]([Cl:21])[Cl:22].[Cl:10][c:11]1[c:12]([S:18][Cl:19])[cH:13][cH:14][c:15]([Cl:17])[cH:16]1.[nH:1]1[cH:2][c:3]([C:6](=[O:7])[O:8][CH3:9])[cH:4][cH:5]1>>[nH:1]1[cH:2][c:3]([C:6](=[O:7])[O:8][CH3:9])[cH:4][c:5]1[S:18][c:12]1[c:11]([Cl:10])[cH:16][c:15]([Cl:17])[cH:14][cH:13]1. Yield: 82.3%. Yields the product FC1=C(C=C(C(=C1)[N+](=O)[O-])F)C(C(=O)O)C (2-(2,5-difluoro-4-nitrophenyl)propionic acid). RXN SMILES: [F:1][C:2]1[CH:7]=[C:6]([N+:8]([O-:10])=[O:9])[C:5]([F:11])=[CH:4][C:3]=1[C:12](C)([C:18](OCC)=O)[C:13]([O:15]CC)=[O:14].S(=O)(=O)(O)O.O>C(O)(=O)C>[F:1][C:2]1[CH:7]=[C:6]([N+:8]([O-:10])=[O:9])[C:5]([F:11])=[CH:4][C:3]=1[CH:12]([CH3:18])[C:13]([OH:15])=[O:14]. The reactants are FC1=C(C=C(C(=C1)[N+](=O)[O-])F)C(C(=O)OCC)(C(=O)OCC)C (diethyl 2-(2,5-difluoro-4-nitrophenyl)-2-methylmalonate), S(O)(O)(=O)=O (sulfuric acid), O (water), ( b ). Procedure: A solution of compound (26a) (10.8 g, 32.6 mmol) in acetic acid (36 mL), and concentrated sulfuric acid (10 mL), and water (26 mL) were treated in the same manner as in (b) in Production Example 1 to give 6.2 g (82%) of compound (27a) as yellow solid. Solvent: C(C)(=O)O (acetic acid). The reactants are C(C)(=O)OC1=C(C(=C(C(=C1C=O)C)OC(C)=O)OC)OC (1,4-diacetoxy-2,3-dimethoxy-6-formyl-5-methylbenzene), O=C(C=P(C1=CC=CC=C1)(C1=CC=CC=C1)C1=CC=CC=C1)C (2-oxo-1-propylidenetriphenylphosphoran), C(C#C)OC1OCCCC1 (2-propargyloxytetrahydropyran). Run in O1CCOCC1 (dioxane). The product is C(C)(=O)OC1=C(C(=C(C(=C1CCC(CCCO)C)C)OC(C)=O)OC)OC (1,4-diacetoxy-2,3-dimethoxy-5-methyl-6-(6'-hydroxy-3'-methylhexyl)benzene). As a reaction SMILES: [C:1]([O:4][C:5]1[C:10]([CH:11]=O)=[C:9]([CH3:13])[C:8]([O:14][C:15](=[O:17])[CH3:16])=[C:7]([O:18][CH3:19])[C:6]=1[O:20][CH3:21])(=[O:3])[CH3:2].O=[C:23](C)C=P(C1C=CC=CC=1)(C1C=CC=CC=1)C1C=CC=CC=1.C(O[CH:49]1[CH2:54][CH2:53][CH2:52][CH2:51][O:50]1)C#C>O1CCOCC1>[C:1]([O:4][C:5]1[C:10]([CH2:11][CH2:23][CH:54]([CH3:49])[CH2:53][CH2:52][CH2:51][OH:50])=[C:9]([CH3:13])[C:8]([O:14][C:15](=[O:17])[CH3:16])=[C:7]([O:18][CH3:19])[C:6]=1[O:20][CH3:21])(=[O:3])[CH3:2]. Procedure details: A mixture of 6 parts of 1,4-diacetoxy-2,3-dimethoxy-6-formyl-5-methylbenzene, 12 parts of 2-oxo-1-propylidenetriphenylphosphoran and 500 volume parts of dioxane is stirred under reflux for 17 hours and the reaction mixture is evaporated to dryness. The residue is purified by chromatography on a column of silica gel, whereupon 1,4-diacetoxy-2,3-dimethoxy-5-methyl-6-(3'-oxo-1'-butenyl)-benzene (Formula (VII) wherein R=OCH3 ; OY, OY'=OCOCH3) is obtained as a brown oil. 2 Parts of this product is re... Starting materials: C1CCOC1, CO, CCOC(=O)COc1cccc(F)c1, [Li+], [OH-], O, O. The product is O=C(O)COc1cccc(F)c1. As a reaction SMILES: [CH2:21]1[O:22][CH2:23][CH2:24][CH2:25]1.[CH3:15][OH:16].[F:1][c:2]1[cH:3][c:4]([O:5][CH2:6][C:7](=[O:8])[O:9][CH2:10][CH3:11])[cH:12][cH:13][cH:14]1.[Li+:20].[OH-:19].[OH2:17].[OH2:18]>>[F:1][c:2]1[cH:3][c:4]([O:5][CH2:6][C:7](=[O:8])[OH:9])[cH:12][cH:13][cH:14]1. Starting materials: NC1=NN(C(=N1)N)C(=S)NC (3,5-Diamino-1-[methylamino(thiocarbonyl)]-1H-1,2,4-triazole), C(C)(=O)OC(C)=O (acetic anhydride). Solvent: N1=CC=CC=C1 (pyridine). Run at time 66 hour. The product is C(C)(=O)NC1=NN(C(=N1)N)C(=S)NC (3-Acetylamino-5-amino-1-[methylamino(thiocarbonyl)]-1H-1,2,4-triazole). Yield: 80.0%. As a reaction SMILES: [NH2:1][C:2]1[N:6]=[C:5]([NH2:7])[N:4]([C:8]([NH:10][CH3:11])=[S:9])[N:3]=1.[C:12](OC(=O)C)(=[O:14])[CH3:13]>N1C=CC=CC=1>[C:12]([NH:1][C:2]1[N:6]=[C:5]([NH2:7])[N:4]([C:8]([NH:10][CH3:11])=[S:9])[N:3]=1)(=[O:14])[CH3:13]. Reported procedure: To the compound (3.00 g) obtained in Example 31 and pyridine (25 ml) was gradually added dropwise acetic anhydride (2.1 ml) under ice-cooling. The mixture was stirred at 0° C.-room temperature for 66 hours and the resulting crystals were collected by filtration. The crystals were washed with hexane-ethyl acetate and dried to give 2.98 g of white powdery crystals (yield 80%). The reactants are ice water, FC(C1=CC=C(C=C1)N1CCN(CC1)C1=CC=C(C=C1)O)(F)F (4-[4-(4-Trifluoromethylphenyl)piperazin-1-yl]phenol), ClC=1N(C=C(N1)[N+](=O)[O-])CC1(OC1)C (2-chloro-1-(2-methyloxiran-2-ylmethyl)-4-nitroimidazole), [H-].[Na+] (sodium hydride). Run in CN(C)C=O (DMF). Conditions: temperature 80 celsius, time 20 minute. Yields the product CC1(CN2C(O1)=NC(=C2)[N+](=O)[O-])COC2=CC=C(C=C2)N2CCN(CC2)C2=CC=C(C=C2)C(F)(F)F (2-methyl-6-nitro-2-{4-[4-(4-trifluoromethylphenyl)piperazin-1-yl]phenoxymethyl}-2,3-dihydroimidazo[2,1-b]oxazole). Yield: 38.4%. Reaction SMILES: [F:1][C:2]([F:23])([F:22])[C:3]1[CH:8]=[CH:7][C:6]([N:9]2[CH2:14][CH2:13][N:12]([C:15]3[CH:20]=[CH:19][C:18]([OH:21])=[CH:17][CH:16]=3)[CH2:11][CH2:10]2)=[CH:5][CH:4]=1.[H-].[Na+].Cl[C:27]1[N:28]([CH2:35][C:36]2([CH3:39])[CH2:38][O:37]2)[CH:29]=[C:30]([N+:32]([O-:34])=[O:33])[N:31]=1>CN(C=O)C>[CH3:38][C:36]1([CH2:39][O:21][C:18]2[CH:19]=[CH:20][C:15]([N:12]3[CH2:13][CH2:14][N:9]([C:6]4[CH:5]=[CH:4][C:3]([C:2]([F:1])([F:22])[F:23])=[CH:8][CH:7]=4)[CH2:10][CH2:11]3)=[CH:16][CH:17]=2)[O:37][C:27]2=[N:31][C:30]([N+:32]([O-:34])=[O:33])=[CH:29][N:28]2[CH2:35]1 |f:1.2|. Procedure details: 4-[4-(4-Trifluoromethylphenyl)piperazin-1-yl]phenol (296 mg, 0.92 mmol) was dissolved in DMF (10 ml). To the solution, sodium hydride (44 mg, 1.1 mmol) was added at room temperature, and the solution was stirred for 20 minutes at 80° C. To the solution, 2-chloro-1-(2-methyloxiran-2-ylmethyl)-4-nitroimidazole prepared in Example 6 (200 mg, 0.92 mmol) was added with cooling on ice-bath, and the solution was stirred for further 20 minutes at 80° C. To the reaction mixture, ice-water was added, and ... The reactants are C(=O)C1=CC=C(C=CC(=O)O)C=C1 (4-formylcinnamic acid), Cl (HCl), NCCC1=CNC2=CC=CC=C12 (tryptamine), COC(C=CC1=CC=C(C=C1)C=O)=O (4-formylcinnamic acid methylester), [BH-](OC(=O)C)(OC(=O)C)OC(=O)C.[Na+] (NaBH(OAc)3). Solvent: C(=O)([O-])[O-].[K+].[K+] (K2CO3), CO (MeOH), ClC(C)Cl (dichloroethane). Product: COC(\C=C\C1=CC=C(C=C1)CNCCC1=CNC2=CC=CC=C12)=O (3-(4-{[2-(1H-indol-3-yl)-ethylamino]-methyl}-phenyl)-(2E)-2-propenoic acid methyl ester). Yield: 86.7%. RXN SMILES: C(C1C=CC(C=CC(O)=O)=CC=1)=O.Cl.[NH2:15][CH2:16][CH2:17][C:18]1[C:26]2[C:21](=[CH:22][CH:23]=[CH:24][CH:25]=2)[NH:20][CH:19]=1.[CH3:27][O:28][C:29](=[O:40])[CH:30]=[CH:31][C:32]1[CH:37]=[CH:36][C:35]([CH:38]=O)=[CH:34][CH:33]=1.[BH-](OC(C)=O)(OC(C)=O)OC(C)=O.[Na+]>CO.ClC(Cl)C.C([O-])([O-])=O.[K+].[K+]>[CH3:27][O:28][C:29](=[O:40])/[CH:30]=[CH:31]/[C:32]1[CH:33]=[CH:34][C:35]([CH2:38][NH:15][CH2:16][CH2:17][C:18]2[C:26]3[C:21](=[CH:22][CH:23]=[CH:24][CH:25]=3)[NH:20][CH:19]=2)=[CH:36][CH:37]=1 |f:4.5,8.9.10|. Procedure details: 4-Formylcinnamic acid methylester is produced by adding 4-formylcinnamic acid (25 g, 0.143 mol) in MeOH and HCl (6.7 g, 0.18 mol). The resulting suspension is heated to reflux for 3 hours, cooled and evaporated to dryness. The resulting yellow solid is dissolved In EtOAc, the solution washed with saturated NaHCO3, dried (MgSO4) and evaporated to give a pale yellow solid which is used without further purification (25.0 g, 92%). To a solution of tryptamine (16.3 g, 100 mmol) and 4-formylcinnamic a... The reactants are CC#N, OC1(c2cc(Cl)cc(Cl)c2)CCNC1, CCI, [Na+], [Na+], O=C([O-])[O-], O=C(O)C=CC(=O)O. Yields the product CCN1CCC(O)(c2cc(Cl)cc(Cl)c2)C1. RXN SMILES: [CH3:32][C:33]#[N:34].[Cl:1][c:2]1[cH:3][c:4]([C:9]2([OH:14])[CH2:10][NH:11][CH2:12][CH2:13]2)[cH:5][c:6]([Cl:8])[cH:7]1.[I:21][CH2:22][CH3:23].[Na+:15].[Na+:16].[O-:17][C:18](=[O:19])[O-:20].[OH:24][C:25]([CH:26]=[CH:27][C:28](=[O:29])[OH:30])=[O:31]>>[Cl:1][c:2]1[cH:3][c:4]([C:9]2([OH:14])[CH2:10][N:11]([CH2:22][CH3:23])[CH2:12][CH2:13]2)[cH:5][c:6]([Cl:8])[cH:7]1.